Dataset: the Open Reaction Database (ORD), a public repository of structured organic reaction records. Task: describe an organic reaction: reactants, conditions, products, and yield Reactants: CN(C)C=O, O=C1CCC(=O)N1Cl, Nc1c(O)cccc1C(=O)Nc1ccc(Cl)cn1. Product: Nc1c(O)cc(Cl)cc1C(=O)Nc1ccc(Cl)cn1. RXN SMILES: [CH3:27][N:28]([CH3:29])[CH:30]=[O:31].[Cl:19][N:20]1[C:21](=[O:22])[CH2:23][CH2:24][C:25]1=[O:26].[NH2:1][c:2]1[c:3]([C:4](=[O:5])[NH:6][c:7]2[n:8][cH:9][c:10]([Cl:13])[cH:11][cH:12]2)[cH:14][cH:15][cH:16][c:17]1[OH:18]>>[NH2:1][c:2]1[c:3]([C:4](=[O:5])[NH:6][c:7]2[n:8][cH:9][c:10]([Cl:13])[cH:11][cH:12]2)[cH:14][c:15]([Cl:19])[cH:16][c:17]1[OH:18]. The reactants are B, C1CCOC1, CCCn1c(=O)c2[nH]c(C34CCC(C(=O)O)(CC3)CC4)nc2n(CCC)c1=O, C1CCOC1. Yields the product CCCn1c(=O)c2[nH]c(C34CCC(CO)(CC3)CC4)nc2n(CCC)c1=O. Reaction SMILES: [BH3:34].[CH2:35]1[O:36][CH2:37][CH2:38][CH2:39]1.[O:1]=[c:2]1[n:3]([CH2:26][CH2:27][CH3:28])[c:4](=[O:25])[c:5]2[nH:6][c:7]([C:14]34[CH2:15][CH2:16][C:17]([C:22](=[O:23])[OH:24])([CH2:18][CH2:19]3)[CH2:20][CH2:21]4)[n:8][c:9]2[n:10]1[CH2:11][CH2:12][CH3:13].[O:29]1[CH2:30][CH2:31][CH2:32][CH2:33]1>>[O:1]=[c:2]1[n:3]([CH2:26][CH2:27][CH3:28])[c:4](=[O:25])[c:5]2[nH:6][c:7]([C:14]34[CH2:15][CH2:16][C:17]([CH2:22][OH:23])([CH2:18][CH2:19]3)[CH2:20][CH2:21]4)[n:8][c:9]2[n:10]1[CH2:11][CH2:12][CH3:13]. Starting materials: C1(=CC=CC=C1)S(=O)(=O)N1C(=CC=2C1=NC=C(C2)F)C(=CC2CCCC2)C2=CC=C(C=C2)C(C)(C)O (2-{4-[1-(1-benzenesulfonyl-5-fluoro-1H-pyrrolo[2,3-b]pyridin-2-yl)-2-cyclopentyl-vinyl]-phenyl}-propan-2-ol), [OH-].[Na+] (sodium hydroxide), N (ammonia). Solvent: C(C)O (ethanol), O1CCCC1 (tetrahydrofuran). The product is C1(CCCC1)C=C(C1=CC=2C(=NC=C(C2)F)N1)C1=CC=C(C=C1)C(C)(C)O (2-{4-[2-cyclopentyl-1-(5-fluoro-1H-pyrrolo[2,3-b]pyridin-2-yl)-vinyl]-phenyl}-propan-2-ol). The yield is 95.7%. RXN SMILES: C1(S([N:10]2[C:14]3=[N:15][CH:16]=[C:17]([F:19])[CH:18]=[C:13]3[CH:12]=[C:11]2[C:20]([C:27]2[CH:32]=[CH:31][C:30]([C:33]([OH:36])([CH3:35])[CH3:34])=[CH:29][CH:28]=2)=[CH:21][CH:22]2[CH2:26][CH2:25][CH2:24][CH2:23]2)(=O)=O)C=CC=CC=1.[OH-].[Na+].N>C(O)C.O1CCCC1>[CH:22]1([CH:21]=[C:20]([C:27]2[CH:32]=[CH:31][C:30]([C:33]([OH:36])([CH3:34])[CH3:35])=[CH:29][CH:28]=2)[C:11]2[NH:10][C:14]3=[N:15][CH:16]=[C:17]([F:19])[CH:18]=[C:13]3[CH:12]=2)[CH2:26][CH2:25][CH2:24][CH2:23]1 |f:1.2|. Reported procedure: To a solution of 2-{4-[1-(1-benzenesulfonyl-5-fluoro-1H-pyrrolo[2,3-b]pyridin-2-yl)-2-cyclopentyl-vinyl]-phenyl}-propan-2-ol (220 mg, 0.43 mmol) in ethanol (20 mL) and tetrahydrofuran (10 mL) was added an aqueous sodium hydroxide solution (10%, 3.0 mL) and an aqueous saturated ammonia solution (1.5 mL). The mixture was refluxed for 12 h, cooled to room temperature, extracted with ethyl acetate, dried over anhydrous sodium sulfate and then concentrated in vacuo to afford 2-{4-[2-cyclopentyl-1-(5-... Reactants: CC(=O)OCCBr, O=C([O-])[O-], O=C1c2cccc3cc(O)cc(c23)C(=O)N1OCc1ccccc1, CC(C)=O, [K+], [K+]. The product is CC(=O)OCCOc1cc2c3c(cccc3c1)C(=O)N(OCc1ccccc1)C2=O. As a reaction SMILES: [C:25]([CH3:26])(=[O:27])[O:28][CH2:29][CH2:30][Br:31].[C:32](=[O:33])([O-:34])[O-:35].[CH2:1]([c:2]1[cH:3][cH:4][cH:5][cH:6][cH:7]1)[O:8][N:9]1[C:10](=[O:24])[c:11]2[cH:12][cH:13][cH:14][c:15]3[c:16]2[c:17]([cH:20][c:21]([OH:23])[cH:22]3)[C:18]1=[O:19].[CH3:38][C:39](=[O:40])[CH3:41].[K+:36].[K+:37]>>[CH2:1]([c:2]1[cH:3][cH:4][cH:5][cH:6][cH:7]1)[O:8][N:9]1[C:10](=[O:24])[c:11]2[cH:12][cH:13][cH:14][c:15]3[c:16]2[c:17]([cH:20][c:21]([O:23][CH2:30][CH2:29][O:28][C:25]([CH3:26])=[O:27])[cH:22]3)[C:18]1=[O:19]. Starting materials: CON=C(C(=O)O)C1=CC(=C(C=C1)O)Cl (2-Methoxyimino-2-(3-chloro-4-hydroxyphenyl)acetic acid), [N+](=[N-])=C (diazomethane). Product: CON=C(C(=O)OC)C1=CC(=C(C=C1)O)Cl (methyl 2-methoxyimino-2-(3-chloro-4-hydroxyphenyl)acetate). As a reaction SMILES: [CH3:1][O:2][N:3]=[C:4]([C:8]1[CH:13]=[CH:12][C:11]([OH:14])=[C:10]([Cl:15])[CH:9]=1)[C:5]([OH:7])=[O:6].[N+](=[CH2:18])=[N-]>>[CH3:1][O:2][N:3]=[C:4]([C:8]1[CH:13]=[CH:12][C:11]([OH:14])=[C:10]([Cl:15])[CH:9]=1)[C:5]([O:7][CH3:18])=[O:6]. Procedure details: 2-Methoxyimino-2-(3-chloro-4-hydroxyphenyl)acetic acid (a mixture of syn and anti isomers) (7 g.) and diazomethane (1.5 g.) were reacted and the product was purified by column chromatography according to a similar manner to that of Preparation (5-3)(b) to give crystals of methyl 2-methoxyimino-2-(3-chloro-4-hydroxyphenyl)acetate (syn isomer) (3.0 g.). Reactants: CC1=CC(=C(C=C1F)O)[N+](=O)[O-] (4-Methyl-5-fluoro-2-nitrophenol), ICC (iodoethane), C(=O)([O-])[O-].[K+].[K+] (K2CO3). Run in C(Cl)Cl (DCM), CS(=O)C (DMSO). The product is CC1=C(C=C(C(=C1)[N+](=O)[O-])OCC)F (1-methyl-2-fluoro-4-(ethyloxy)-5-nitrobenzene). The yield is 60.6%. Reaction SMILES: [CH3:1][C:2]1[C:7]([F:8])=[CH:6][C:5]([OH:9])=[C:4]([N+:10]([O-:12])=[O:11])[CH:3]=1.I[CH2:14][CH3:15].C([O-])([O-])=O.[K+].[K+]>CS(C)=O.C(Cl)Cl>[CH3:1][C:2]1[CH:3]=[C:4]([N+:10]([O-:12])=[O:11])[C:5]([O:9][CH2:14][CH3:15])=[CH:6][C:7]=1[F:8] |f:2.3.4|. Procedure: 4-Methyl-5-fluoro-2-nitrophenol (11.1 g, 65.0 mmol) and iodoethane (12.2 g, 78.0 mmol) were dissolved in 100 mL of DMSO with stirring. K2CO3 (13.5 g, 97.5 mmol) was added. The reaction was stirred for 3 h and then diluted with DCM and filtered. The filtrate was poured into H2O and extracted with DCM. The combined organic layers were dried over MgSO4, filtered, and concentrated in vacuo to provide the title compound of step A (8.0 g, 39.4 mmol) as a pale yellow crystalline solid. 1H NMR (400 MHz,...